Dataset: the Open Reaction Database (ORD), a public repository of structured organic reaction records. Task: describe an organic reaction: reactants, conditions, products, and yield Starting materials: ClC(NC(NC=1SC=C(N1)CC(=O)OCC)=O)(Cl)Cl (ethyl 2-(3-trichloromethylureido)thiazol-4-ylacetate), C([O-])(O)=O.[Na+] (sodium bicarbonate). Run in CO (methanol), O (water). The product is N(C(=O)N)C=1SC=C(N1)CC(=O)OCC (ethyl 2-ureidothiazol-4-ylacetate). The yield is 82.5%. Reaction SMILES: ClC(Cl)(Cl)[NH:3][C:4](=[O:17])[NH:5][C:6]1[S:7][CH:8]=[C:9]([CH2:11][C:12]([O:14][CH2:15][CH3:16])=[O:13])[N:10]=1.C(=O)(O)[O-].[Na+]>CO.O>[NH:5]([C:6]1[S:7][CH:8]=[C:9]([CH2:11][C:12]([O:14][CH2:15][CH3:16])=[O:13])[N:10]=1)[C:4]([NH2:3])=[O:17] |f:1.2|. Reported procedure: A solution of ethyl 2-(3-trichloromethylureido)thiazol-4-ylacetate (6.32 g.) in a mixture of methanol (400 ml.) and water (150 ml.) was adjusted to pH 7 to 7.6 with sodium bicarbonate aqueous solution with stirring at room temperature, and then the solution was stirred for 70 minutes at the same temperature. The methanol was distilled off from the reaction mixture under reduced pressure, and the precipitates were collected by filtration, washed with water and then dried to give colorless crystal... The reactants are O=C(Cl)c1ccccc1, CCN(C(C)C)C(C)C, ClCCl, CC(c1ccc(N)cc1Cl)C(O)(c1ccnc(Cl)c1)C(F)(F)F. The product is CC(c1ccc(NC(=O)c2ccccc2)cc1Cl)C(O)(c1ccnc(Cl)c1)C(F)(F)F. RXN SMILES: [C:10]([c:11]1[cH:12][cH:13][cH:14][cH:15][cH:16]1)(=[O:17])[Cl:18].[CH:1]([N:2]([CH2:3][CH3:4])[CH:5]([CH3:6])[CH3:7])([CH3:8])[CH3:9].[Cl:42][CH2:43][Cl:44].[NH2:19][c:20]1[cH:21][c:22]([Cl:41])[c:23]([CH:26]([C:27]([C:28]([F:29])([F:30])[F:31])([OH:32])[c:33]2[cH:34][c:35]([Cl:39])[n:36][cH:37][cH:38]2)[CH3:40])[cH:24][cH:25]1>>[C:10]([c:11]1[cH:12][cH:13][cH:14][cH:15][cH:16]1)(=[O:17])[NH:19][c:20]1[cH:21][c:22]([Cl:41])[c:23]([CH:26]([C:27]([C:28]([F:29])([F:30])[F:31])([OH:32])[c:33]2[cH:34][c:35]([Cl:39])[n:36][cH:37][cH:38]2)[CH3:40])[cH:24][cH:25]1. The reactants are C1=CC(=CC(=C1)Cl)C(=O)OO (m-CPBA), BrC1=CC=C(C=C1)C(C)(C)N1C(OC(CC1)(C1=CC=CC=C1)CC(=C)C)=O (3-(2-(4-bromophenyl)propan-2-yl)-6-(2-methylallyl)-6-phenyl-1,3-oxazinan-2-one). The solvent is C(Cl)Cl (CH2Cl2). Conditions: time 1 hour. Product: BrC1=CC=C(C=C1)C(C)(C)N1C(OC(CC1)(C1=CC=CC=C1)CC1(OC1)C)=O (3-(2-(4-bromophenyl)propan-2-yl)-6-((2-methyloxiran-2-yl)methyl)-6-phenyl-1,3-oxazinan-2-one). Yield: 90.0%. RXN SMILES: C1C=C(Cl)C=C(C(OO)=[O:9])C=1.[Br:12][C:13]1[CH:18]=[CH:17][C:16]([C:19]([N:22]2[CH2:27][CH2:26][C:25]([CH2:34][C:35]([CH3:37])=[CH2:36])([C:28]3[CH:33]=[CH:32][CH:31]=[CH:30][CH:29]=3)[O:24][C:23]2=[O:38])([CH3:21])[CH3:20])=[CH:15][CH:14]=1>C(Cl)Cl>[Br:12][C:13]1[CH:18]=[CH:17][C:16]([C:19]([N:22]2[CH2:27][CH2:26][C:25]([CH2:34][C:35]3([CH3:37])[CH2:36][O:9]3)([C:28]3[CH:29]=[CH:30][CH:31]=[CH:32][CH:33]=3)[O:24][C:23]2=[O:38])([CH3:21])[CH3:20])=[CH:15][CH:14]=1. Reported procedure: To a solution of m-CPBA (49.2 mg, 285 μmol) in CH2Cl2 (10 mL) was added 3-(2-(4-bromophenyl)propan-2-yl)-6-(2-methylallyl)-6-phenyl-1,3-oxazinan-2-one (61 mg, 142.5 μmol). The reaction mixture was stirred at rt for 1 h. The solution was washed with 30 wt % aqueous sodium thiosulfate (50 mL×3), saturated aqueous sodium bicarbonate and brine successively. The combined organic layers were dried over anhydrous Na2SO4, filtered and concentrated in vacuo to afford 3-(2-(4-bromophenyl)propan-2-yl)-6-((... Starting materials: C(#N)C=1NC=[N+](C1[O-])[C@H]1[C@H](OC(C)=O)[C@H](OC(C)=O)[C@H](O1)COC(C)=O (4-cyano-1-(2,3,5-tri-O-acetyl-β-D-ribofuranosyl)imidazolium-5-olate), N.CO (ammonia methanol). The solvent is CO (methanol). Run at time 2 hour. Product: C(#N)C=1NC=[N+](C1[O-])[C@H]1[C@H](O)[C@H](O)[C@H](O1)COC(C)=O (4-cyano-1-(5-O-acetyl-β-D-ribofuranosyl)imidazolium-5-olate), C(#N)C=1NC=[N+](C1[O-])[C@H]1[C@H](O)[C@H](O)[C@H](O1)CO (4-cyano-1-β-D-ribofuranosylimidazolium-5-olate). As a reaction SMILES: [C:1]([C:3]1[NH:4][CH:5]=[N+:6]([C@@H:9]2[O:21][C@H:20]([CH2:22][O:23][C:24](=[O:26])[CH3:25])[C@@H:15]([O:16]C(=O)C)[C@H:10]2[O:11]C(=O)C)[C:7]=1[O-:8])#[N:2].N.CO>CO>[C:1]([C:3]1[NH:4][CH:5]=[N+:6]([C@@H:9]2[O:21][C@H:20]([CH2:22][O:23][C:24](=[O:26])[CH3:25])[C@@H:15]([OH:16])[C@H:10]2[OH:11])[C:7]=1[O-:8])#[N:2].[C:1]([C:3]1[NH:4][CH:5]=[N+:6]([C@@H:9]2[O:21][C@H:20]([CH2:22][OH:23])[C@@H:15]([OH:16])[C@H:10]2[OH:11])[C:7]=1[O-:8])#[N:2] |f:1.2|. Reported procedure: To a mixture of 184 mg of 4-cyano-1-(2,3,5-tri-O-acetyl-β-D-ribofuranosyl)imidazolium-5-olate and 1 ml of dry methanol was added 15 ml of 15% (W/W) ammonia/methanol solution under cooling, and the mixture was stirred for two hours at the same temperature. Evaporation of the reaction mixture in vacuo gave a residue, which was purified by column chromatography on reversed phase silica gel [Merck RP-8 eluted with aqueous 10% methanol containing acetic acid (1%)] to give 100 mg of 4-cyano-1-(5-O-ace...